The task is: describe an organic reaction: reactants, conditions, products, and yield. This data is from the Open Reaction Database (ORD), a public repository of structured organic reaction records. Reactants: O (water), ClC1=NC(=NC=C1C(=O)OCC)OC (ethyl 4-chloro-2-methoxypyrimidine-5-carboxylate), Cl.ClC1=C(N)C=C(C(=C1)OC)OCC1=C(C(=CC=C1OC)F)F (2-chloro-5-(2,3-difluoro-6-methoxybenzyloxy)-4-methoxyaniline hydrochloride), C(C)(C)N(C(C)C)CC (N,N-diisopropylethylamine). The solvent is C(C)#N (acetonitrile), C(C)(=O)OCC (ethyl acetate). Product: ClC1=C(C=C(C(=C1)OC)OCC1=C(C(=CC=C1OC)F)F)NC1=NC(=NC=C1C(=O)OCC)OC (ethyl 4-[2-chloro-5-(2,3-difluoro-6-methoxybenzyloxy)-4-methoxyphenylamino]-2-methoxypyrimidine-5-carboxylate). The yield is 17.6%. Reaction SMILES: Cl[C:2]1[C:7]([C:8]([O:10][CH2:11][CH3:12])=[O:9])=[CH:6][N:5]=[C:4]([O:13][CH3:14])[N:3]=1.Cl.[Cl:16][C:17]1[CH:23]=[C:22]([O:24][CH3:25])[C:21]([O:26][CH2:27][C:28]2[C:33]([O:34][CH3:35])=[CH:32][CH:31]=[C:30]([F:36])[C:29]=2[F:37])=[CH:20][C:18]=1[NH2:19].C(N(CC)C(C)C)(C)C.O>C(#N)C.C(OCC)(=O)C>[Cl:16][C:17]1[CH:23]=[C:22]([O:24][CH3:25])[C:21]([O:26][CH2:27][C:28]2[C:33]([O:34][CH3:35])=[CH:32][CH:31]=[C:30]([F:36])[C:29]=2[F:37])=[CH:20][C:18]=1[NH:19][C:2]1[C:7]([C:8]([O:10][CH2:11][CH3:12])=[O:9])=[CH:6][N:5]=[C:4]([O:13][CH3:14])[N:3]=1 |f:1.2|. Reported procedure: A mixture of ethyl 4-chloro-2-methoxypyrimidine-5-carboxylate (0.22 g), 2-chloro-5-(2,3-difluoro-6-methoxybenzyloxy)-4-methoxyaniline hydrochloride (0.4 g) and N,N-diisopropylethylamine (0.37 mL) in acetonitrile (3 mL) was heated at reflux for 1.5 hours. The reaction mixture was poured into water. To the mixture was added ethyl acetate, and the insoluble material was collected by filtration. The collected solids were washed with water and ethyl acetate, and dried under reduced pressure to give e... Starting materials: CSC=1CC[C@H](N1)C(=O)OC(C)(C)C (tert-Butyl (S)-5-(methylsulfanyl)-3,4-dihydro-2H-pyrrole-2-carboxylate), [NH4+].[Cl-] (NH4Cl). Run in CO (MeOH). Conditions: time 20 minute. Product: Cl.NC=1CC[C@H](N1)C(=O)OC(C)(C)C (tert-Butyl (S)-5-amino-3,4-dihydro-2H-pyrrole-2-carboxylate hydrochloride). The yield is 79.7%. As a reaction SMILES: CS[C:3]1[CH2:4][CH2:5][C@@H:6]([C:8]([O:10][C:11]([CH3:14])([CH3:13])[CH3:12])=[O:9])[N:7]=1.[NH4+:15].[Cl-:16]>CO>[ClH:16].[NH2:15][C:3]1[CH2:4][CH2:5][C@@H:6]([C:8]([O:10][C:11]([CH3:14])([CH3:13])[CH3:12])=[O:9])[N:7]=1 |f:1.2,4.5|. Procedure details: To a solution of 1c (10.17 g, 47.2 mmol) in 100 mL MeOH, was added NH4Cl (2.65 g, 49.6 mmol). The mixture was refluxed for 2 h, then concentrated. The residue was taken up in 200 mL CHCl3 and stirred for 20 min until only a fine suspension persisted. The mixture was filtered and the filtrate concentrated. The solid was suspended in hexanes, sonicated, and then filtered and dried to afford 8.30 g (80%) of 1d as an off-white solid. 1H NMR (300 MHz, CDCl3) δ4.44 (dd, J=8.8, 5.1, 1H), 3.11-3.05 (m, ...